The task is: describe an organic reaction: reactants, conditions, products, and yield. This data is from the Open Reaction Database (ORD), a public repository of structured organic reaction records. Reactants: CCCCCCCOc1ccc(-c2ccc(Br)cc2)cc1, C1CCOC1, [Li]CCCC, CN(C)C=O. Yields the product CCCCCCCOc1ccc(-c2ccc(C=O)cc2)cc1. As a reaction SMILES: [Br:1][c:2]1[cH:3][cH:4][c:5](-[c:8]2[cH:9][cH:10][c:11]([O:14][CH2:15][CH2:16][CH2:17][CH2:18][CH2:19][CH2:20][CH3:21])[cH:12][cH:13]2)[cH:6][cH:7]1.[CH2:32]1[O:33][CH2:34][CH2:35][CH2:36]1.[CH3:22][CH2:23][CH2:24][CH2:25][Li:26].[O:27]=[CH:28][N:29]([CH3:30])[CH3:31]>>[c:2]1([CH:28]=[O:27])[cH:3][cH:4][c:5](-[c:8]2[cH:9][cH:10][c:11]([O:14][CH2:15][CH2:16][CH2:17][CH2:18][CH2:19][CH2:20][CH3:21])[cH:12][cH:13]2)[cH:6][cH:7]1. Reactants: Cl.O=C1N(C(C2=C3C(C=CC=C13)=CC=C2)=O)CCCCN2CCC(CC2)N(C(CC)=O)C2=CC=CC=C2 (N-[1-[4-(1,3-dihydro-1,3-dioxo-2H-benz[de]isoquinolin-2-yl)butyl]-4-piperidinyl]-N-phenylpropanamide, hydrochloride), BrCCCCCN1C(C2=CC=CC=3C2=C(C1=O)C=CC3)=O (2-(5-bromopentyl)-1H-benz[de]isoquinoline-1,3(2H)-dione), BrCCCCN1C(C2=CC=CC=3C2=C(C1=O)C=CC3)=O (2-(4-bromobutyl)-1H-benz[de]isoquinoline-1,3(2H)-dione). Yields the product Cl.O=C1N(C(C2=C3C(C=CC=C13)=CC=C2)=O)CCCCCN2CCC(CC2)N(C(CC)=O)C2=CC=CC=C2 (N-[1-[5-(1,3-dihydro- 1,3-dioxo-2H-benz[de]isoquinolin-2-yl)pentyl]-4-piperidinyl]-N-phenylpropanamide, hydrochloride). As a reaction SMILES: [ClH:1].O=C1C2C3C(=CC=CC=3C(=O)N1CCCC[N:21]1[CH2:26][CH2:25][CH:24]([N:27]([C:32]3[CH:37]=[CH:36][CH:35]=[CH:34][CH:33]=3)[C:28](=[O:31])[CH2:29][CH3:30])[CH2:23][CH2:22]1)C=CC=2.Br[CH2:39][CH2:40][CH2:41][CH2:42][CH2:43][N:44]1[C:53](=[O:54])[C:52]2[CH:55]=[CH:56][CH:57]=[C:50]3[C:51]=2[C:46](=[CH:47][CH:48]=[CH:49]3)[C:45]1=[O:58].BrCCCCN1C(=O)C2C=CC=C3C=2C(=CC=C3)C1=O>>[ClH:1].[O:58]=[C:45]1[C:46]2[C:51]3[C:50](=[CH:57][CH:56]=[CH:55][C:52]=3[C:53](=[O:54])[N:44]1[CH2:43][CH2:42][CH2:41][CH2:40][CH2:39][N:21]1[CH2:22][CH2:23][CH:24]([N:27]([C:32]3[CH:33]=[CH:34][CH:35]=[CH:36][CH:37]=3)[C:28](=[O:31])[CH2:29][CH3:30])[CH2:25][CH2:26]1)[CH:49]=[CH:48][CH:47]=2 |f:0.1,4.5|. Procedure: Following the procedure of part (b) of example 31 but substituting 2-(5-bromopentyl)-1H-benz[de]isoquinoline-1,3(2H)-dione for the 2-(4-bromobutyl)-1H-benz[de]isoquinoline-1,3(2H)-dione, one obtains N-[1-[5-(1,3-dihydro- 1,3-dioxo-2H-benz[de]isoquinolin-2-yl)pentyl]-4-piperidinyl]-N-phenylpropanamide, hydrochloride. Starting materials: BrC1=C(C=C(C(=O)OC)C=C1)OC (methyl 4-bromo-3-methoxybenzoate), C[C@H]1NC(OC1)=O ((R)-4-methyloxazolidin-2-one). Product: COC=1C=C(C(=O)O)C=CC1N1C(OC[C@H]1C)=O ((R)-3-methoxy-4-(4-methyl-2-oxooxazolidin-3-yl)benzoic acid). Isolated yield 97.5%. Reaction SMILES: Br[C:2]1[CH:11]=[CH:10][C:5]([C:6]([O:8]C)=[O:7])=[CH:4][C:3]=1[O:12][CH3:13].[CH3:14][C@@H:15]1[CH2:19][O:18][C:17](=[O:20])[NH:16]1>>[CH3:13][O:12][C:3]1[CH:4]=[C:5]([CH:10]=[CH:11][C:2]=1[N:16]1[C@H:15]([CH3:14])[CH2:19][O:18][C:17]1=[O:20])[C:6]([OH:8])=[O:7]. Procedure details: By reaction and treatment in the same manner as in Preparation Example 45 and using methyl 4-bromo-3-methoxybenzoate (1 g) and (R)-4-methyloxazolidin-2-one (607 mg) described in Preparation Example 25, the title compound (1 g) was obtained.